Dataset: the Open Reaction Database (ORD), a public repository of structured organic reaction records. Task: describe an organic reaction: reactants, conditions, products, and yield Starting materials: COc1ccc(CN2C(=O)CN(Cc3ccc(C(=O)N(C)CCc4ccccc4)s3)S2(=O)=O)c(OC)c1, ClCCl, O=C(O)C(F)(F)F. Product: CN(CCc1ccccc1)C(=O)c1ccc(CN2CC(=O)NS2(=O)=O)s1. Reaction SMILES: [CH3:1][N:2]([C:3](=[O:4])[c:5]1[s:6][c:7]([CH2:10][N:11]2[S:12](=[O:28])(=[O:29])[N:13]([CH2:17][c:18]3[cH:19][cH:20][c:21]([O:22][CH3:23])[cH:24][c:25]3[O:26][CH3:27])[C:14](=[O:16])[CH2:15]2)[cH:8][cH:9]1)[CH2:30][CH2:31][c:32]1[cH:33][cH:34][cH:35][cH:36][cH:37]1.[Cl:45][CH2:46][Cl:47].[F:38][C:39]([F:40])([F:41])[C:42]([OH:43])=[O:44]>>[CH3:1][N:2]([C:3](=[O:4])[c:5]1[s:6][c:7]([CH2:10][N:11]2[S:12](=[O:28])(=[O:29])[NH:13][C:14](=[O:16])[CH2:15]2)[cH:8][cH:9]1)[CH2:30][CH2:31][c:32]1[cH:33][cH:34][cH:35][cH:36][cH:37]1. Reactants: N1C(=NC2=C1C=CC=C2)C(=O)NCC2=CC=C(C(=O)OC)C=C2 (methyl 4-{[(1H-benzimidazol-2-ylcarbonyl)amino]methyl}benzoate), C([O-])([O-])=O.[K+].[K+] (potassium carbonate), CN(C)C=O (DMF), ClC1=CC=C(CBr)C=C1 (p-chlorobenzylbromide). Solvent: O (water). Reaction conditions: time 2.5 day. Yields the product ClC1=CC=C(CN2C(=NC3=C2C=CC=C3)C(=O)NCC3=CC=C(C(=O)OC)C=C3)C=C1 (methyl 4-[({[1-(4-chlorobenzyl)-1H-benzimidazol-2-yl]carbonyl}amino)methyl]benzoate). The yield is 83.4%. RXN SMILES: [NH:1]1[C:5]2[CH:6]=[CH:7][CH:8]=[CH:9][C:4]=2[N:3]=[C:2]1[C:10]([NH:12][CH2:13][C:14]1[CH:23]=[CH:22][C:17]([C:18]([O:20][CH3:21])=[O:19])=[CH:16][CH:15]=1)=[O:11].C(=O)([O-])[O-].[K+].[K+].CN(C=O)C.[Cl:35][C:36]1[CH:43]=[CH:42][C:39]([CH2:40]Br)=[CH:38][CH:37]=1>O>[Cl:35][C:36]1[CH:43]=[CH:42][C:39]([CH2:40][N:1]2[C:5]3[CH:6]=[CH:7][CH:8]=[CH:9][C:4]=3[N:3]=[C:2]2[C:10]([NH:12][CH2:13][C:14]2[CH:23]=[CH:22][C:17]([C:18]([O:20][CH3:21])=[O:19])=[CH:16][CH:15]=2)=[O:11])=[CH:38][CH:37]=1 |f:1.2.3|. Reported procedure: To a mixture of methyl 4-{[(1H-benzimidazol-2-ylcarbonyl)amino]methyl}benzoate (230 mg), potassium carbonate (257 mg), and DMF (4.6 mL) was added p-chlorobenzylbromide (191 mg), followed by stirring at room temperature for 2.5 days. To the reaction mixture was added water (30 mL), followed by extraction with ethyl acetate (30 mL). The organic layer was sequentially washed with saturated aqueous sodium bicarbonate and saturated brine, and dried over anhydrous magnesium sulfate. After filtration a... Product: BrCc1cnc(-c2ccccc2)o1. Reactants: O=C1CCC(=O)N1Br, O=C(OOC(=O)c1ccccc1)c1ccccc1, Cc1cnc(-c2ccccc2)o1, ClC(Cl)(Cl)Cl. RXN SMILES: [Br:13][N:14]1[C:15](=[O:16])[CH2:17][CH2:18][C:19]1=[O:20].[C:21]([O:22][O:23][C:24](=[O:25])[c:26]1[cH:27][cH:28][cH:29][cH:30][cH:31]1)(=[O:32])[c:33]1[cH:34][cH:35][cH:36][cH:37][cH:38]1.[CH3:1][c:2]1[cH:3][n:4][c:5](-[c:7]2[cH:8][cH:9][cH:10][cH:11][cH:12]2)[o:6]1.[Cl:39][C:40]([Cl:41])([Cl:42])[Cl:43]>>[CH2:1]([c:2]1[cH:3][n:4][c:5](-[c:7]2[cH:8][cH:9][cH:10][cH:11][cH:12]2)[o:6]1)[Br:13]. Yields the product C(C1=CC=CC=C1)OC(=O)N1CCOC2=C1C=C(C=C2N2CCN(CC2)C(=O)OC(C)(C)C)Cl (8-(4-tert-butoxycarbonyl-piperazin-1-yl)-6-chloro-2,3-dihydro-benzo[1,4]oxazine-4-carboxylic acid benzyl ester), oil. As a reaction SMILES: C1(P(C2C=CC=CC=2)C2C=CC3C(=CC=CC=3)C=2C2C3C(=CC=CC=3)C=CC=2P(C2C=CC=CC=2)C2C=CC=CC=2)C=CC=CC=1.CC(C)([O-])C.[Na+].[CH2:53]([O:60][C:61]([N:63]1[C:68]2[CH:69]=[C:70]([Cl:74])[CH:71]=[C:72](Br)[C:67]=2[O:66][CH2:65][CH2:64]1)=[O:62])[C:54]1[CH:59]=[CH:58][CH:57]=[CH:56][CH:55]=1.[C:75]([O:79][C:80]([N:82]1[CH2:87][CH2:86][NH:85][CH2:84][CH2:83]1)=[O:81])([CH3:78])([CH3:77])[CH3:76]>C1(C)C=CC=CC=1.C(OCC)(=O)C.C1C=CC(/C=C/C(/C=C/C2C=CC=CC=2)=O)=CC=1.C1C=CC(/C=C/C(/C=C/C2C=CC=CC=2)=O)=CC=1.C1C=CC(/C=C/C(/C=C/C2C=CC=CC=2)=O)=CC=1.[Pd].[Pd]>[CH2:53]([O:60][C:61]([N:63]1[C:68]2[CH:69]=[C:70]([Cl:74])[CH:71]=[C:72]([N:85]3[CH2:84][CH2:83][N:82]([C:80]([O:79][C:75]([CH3:78])([CH3:77])[CH3:76])=[O:81])[CH2:87][CH2:86]3)[C:67]=2[O:66][CH2:65][CH2:64]1)=[O:62])[C:54]1[CH:59]=[CH:58][CH:57]=[CH:56][CH:55]=1 |f:1.2,7.8.9.10.11|. Run in C1(=CC=CC=C1)C (toluene), C(C)(=O)OCC (ethyl acetate). Isolated yield 48.0%. Reported procedure: A three neck flask was charge with tris(dibenzylideneacetone)dipalladium(0) (21.5 mg, 0.024 mmol, 2 mol % Pd), (±)-2,2′-bis(diphenylphosphino)-1,1′-binaphthyl (36.4 mg, 0.059 mmol, 5 mol %) and sodium-tert-butoxide (159 mg, 1.65 mmol) and flushed with nitrogen. A solution of 8-bromo-6-chloro-2,3-dihydro-benzo[1,4]oxazine-4-carboxylic acid benzyl ester (450 mmg, 1.18 mmol) and piperazine-1-carboxylic acid tert-butyl ester (263 mg, 1.41 mmol) in toluene (2 mL) was added. The mixture was heated to ... Reactants: C(C1=CC=CC=C1)OC(=O)N1CCOC2=C1C=C(C=C2Br)Cl (8-bromo-6-chloro-2,3-dihydro-benzo[1,4]oxazine-4-carboxylic acid benzyl ester), C(C)(C)(C)OC(=O)N1CCNCC1 (piperazine-1-carboxylic acid tert-butyl ester), C1(=CC=CC=C1)P(C1=C(C2=CC=CC=C2C=C1)C1=C(C=CC2=CC=CC=C12)P(C1=CC=CC=C1)C1=CC=CC=C1)C1=CC=CC=C1 ((±)-2,2′-bis(diphenylphosphino)-1,1′-binaphthyl), CC(C)([O-])C.[Na+] (sodium-tert-butoxide). The reagents and catalysts are C=1C=CC(=CC1)/C=C/C(=O)/C=C/C2=CC=CC=C2.C=1C=CC(=CC1)/C=C/C(=O)/C=C/C2=CC=CC=C2.C=1C=CC(=CC1)/C=C/C(=O)/C=C/C2=CC=CC=C2.[Pd].[Pd] (tris(dibenzylideneacetone)dipalladium(0)). Reaction conditions: temperature 95 celsius, time 12 hour. Starting materials: N1(CCCC1)CCOCC1=C(C=CC=C1)CCC(=O)OCC (ethyl 3-(2-{[2-(1-pyrrolidinyl)ethoxy]methyl}phenyl)propanoate), [OH-].[Na+] (NaOH), Cl.C(C)O (HCl ethanol). Solvent: C(C)O (ethanol). Product: N1(CCCC1)CCOCC1=C(C=CC=C1)CCC(=O)O (3-(2-{[2-(1-Pyrrolidinyl)ethoxy]methyl}phenyl)propanoic Acid). Reaction SMILES: [N:1]1([CH2:6][CH2:7][O:8][CH2:9][C:10]2[CH:15]=[CH:14][CH:13]=[CH:12][C:11]=2[CH2:16][CH2:17][C:18]([O:20]CC)=[O:19])[CH2:5][CH2:4][CH2:3][CH2:2]1.[OH-].[Na+].Cl.C(O)C>C(O)C>[N:1]1([CH2:6][CH2:7][O:8][CH2:9][C:10]2[CH:15]=[CH:14][CH:13]=[CH:12][C:11]=2[CH2:16][CH2:17][C:18]([OH:20])=[O:19])[CH2:2][CH2:3][CH2:4][CH2:5]1 |f:1.2,3.4|. Reported procedure: The solution of ethyl 3-(2-{[2-(1-pyrrolidinyl)ethoxy]methyl}phenyl)propanoate (8.10 g, 26.5 mmol) in ethanol (40 ml) and 5N NaOH aq. solution (32.0 mmol, 6.4 ml) was stirred at room temperature for 15 h. The mixture was neutrallized with 1N HCl-ethanol (32 ml) at 0° C. The solvents were removed by simple distillation procedure at ˜1 atom (oil bath temperature; 105˜110° C.). The residue was then diluted with acetonitrile (50 ml) and then the solvents were removed by distillation (oil bath temper... Starting materials: NC1=NC(NC(=C1)C1=CC=C(C=C1)Br)=S (4-amino-6-(4-bromophenyl)pyrimidine-2(1H)-thione), ICC (iodoethane), O (water), ICC (iodoethane), C([O-])(O)=O.[Na+] (sodium bicarbonate). Solvent: CS(=O)C (DMSO). Yields the product BrC1=CC=C(C=C1)C1=CC(=NC(=N1)SCC)N (6-(4-bromophenyl)-2-(ethylthio)pyrimidin-4-amine). The yield is 81.8%. Reaction SMILES: [NH2:1][C:2]1[CH:7]=[C:6]([C:8]2[CH:13]=[CH:12][C:11]([Br:14])=[CH:10][CH:9]=2)[NH:5][C:4](=[S:15])[N:3]=1.I[CH2:17][CH3:18].C(=O)(O)[O-].[Na+].O>CS(C)=O>[Br:14][C:11]1[CH:10]=[CH:9][C:8]([C:6]2[N:5]=[C:4]([S:15][CH2:17][CH3:18])[N:3]=[C:2]([NH2:1])[CH:7]=2)=[CH:13][CH:12]=1 |f:2.3|. Reported procedure: To a solution of 4-amino-6-(4-bromophenyl)pyrimidine-2(1H)-thione (53.90 g, 191.0 mmol) and iodoethane (16.96 mL, 210.1 mmol) in 200 mL of DMSO was slowly added 200 mL of aqueous saturated sodium bicarbonate at ambient temperature with stirring. The reaction was allowed to stir for 1 hour before iodoethane (8.0 mL, 99.1 mmol) was added. The reaction mixture was stirred at ambient temperature overnight. The reaction mixture was poured into 500 mL of water and stirred for 20 minutes. The solid was... The reactants are ice, C(C)(C)N1N=C(N=C1C1=CN2CCOC3=C(C2=N1)C=CC(=C3)OC3(CC3)C(=O)N3CCN(CC3)C)C ({1-[2-(2-Isopropyl-5-methyl-2H-[1,2,4]triazol-3-yl)-4,5-dihydro-6-oxa-1,3a-diazabenzo[e]azulen-8-yloxy]cyclopropyl}-(4-methylpiperazin-1-yl)methanone), [H-].[H-].[H-].[H-].[Li+].[Al+3] (LiAlH4). Run in C1CCOC1 (THF). Reaction conditions: temperature 0 celsius, time 2 hour. Product: C(C)(C)N1N=C(N=C1C=1N=C2N(CCOC3=C2C=CC(=C3)OC3(CC3)CN3CCN(CC3)C)C1)C (2-(1-isopropyl-3-methyl-1H-1,2,4-triazol-5-yl)-9-(1-((4-methylpiperazin-1-yl)methyl)cyclopropoxy)-5,6-dihydrobenzo[f]imidazo[1,2-d][1,4]oxazepine). Yield: 47.7%. Reaction SMILES: [CH:1]([N:4]1[C:8]([C:9]2[N:18]=[C:17]3[N:11]([CH2:12][CH2:13][O:14][C:15]4[CH:22]=[C:21]([O:23][C:24]5([C:27]([N:29]6[CH2:34][CH2:33][N:32]([CH3:35])[CH2:31][CH2:30]6)=O)[CH2:26][CH2:25]5)[CH:20]=[CH:19][C:16]=43)[CH:10]=2)=[N:7][C:6]([CH3:36])=[N:5]1)([CH3:3])[CH3:2].[H-].[H-].[H-].[H-].[Li+].[Al+3]>C1COCC1>[CH:1]([N:4]1[C:8]([C:9]2[N:18]=[C:17]3[C:16]4[CH:19]=[CH:20][C:21]([O:23][C:24]5([CH2:27][N:29]6[CH2:34][CH2:33][N:32]([CH3:35])[CH2:31][CH2:30]6)[CH2:25][CH2:26]5)=[CH:22][C:15]=4[O:14][CH2:13][CH2:12][N:11]3[CH:10]=2)=[N:7][C:6]([CH3:36])=[N:5]1)([CH3:3])[CH3:2] |f:1.2.3.4.5.6|. Reported procedure: To an ice-cooled solution of {1-[2-(2-isopropyl-5-methyl-2H-[1,2,4]triazol-3-yl)-4,5-dihydro-6-oxa-1,3a-diazabenzo[e]azulen-8-yloxy]cyclopropyl}-(4-methylpiperazin-1-yl)methanone from Example 50 (90 mg, 0.18 mmol) in THF (5 mL) was added LiAlH4 (1.0M in THF, 0.18 mL) and the mixture was stirred at 0° C. for 2 h. The reaction mixture was quenched by addition of 1N NaOH and then was partitioned between water and EtOAc. The aqueous phase was extracted with EtOAc (×3) and the combined organic layers...